This data is from the Open Reaction Database (ORD), a public repository of structured organic reaction records. The task is: describe an organic reaction: reactants, conditions, products, and yield The reactants are CS(=O)(=O)N (methanesulfonamide), C12(CCCCC2C1)COC1=CC(=C(C(=O)O)C=C1C1CC1)F (4-(bicyclo[4.1.0]heptan-1-ylmethoxy)-5-cyclopropyl-2-fluorobenzoic acid), N1(CCC1)S(=O)(=O)N (azetidine-1-sulfonamide), 4-(((1r,3r,5r,7r)-2-cyanoadamantan-2-yl)methoxy)-5-cyclopropyl-2-fluorobenzoic acid. The product is N1(CCC1)S(=O)(=O)NC(C1=C(C=C(C(=C1)C1CC1)OCC12CCCCC2C1)F)=O (N-(azetidin-1-ylsulfonyl)-4-(bicyclo[4.1.0]heptan-1-ylmethoxy)-5-cyclopropyl-2-fluorobenzamide). RXN SMILES: CS(N)(=O)=O.[N:6]1([S:10]([NH2:13])(=[O:12])=[O:11])[CH2:9][CH2:8][CH2:7]1.[C:14]12([CH2:21][O:22][C:23]3[C:31]([CH:32]4[CH2:34][CH2:33]4)=[CH:30][C:26]([C:27](O)=[O:28])=[C:25]([F:35])[CH:24]=3)[CH2:20][CH:19]1[CH2:18][CH2:17][CH2:16][CH2:15]2>>[N:6]1([S:10]([NH:13][C:27](=[O:28])[C:26]2[CH:30]=[C:31]([CH:32]3[CH2:33][CH2:34]3)[C:23]([O:22][CH2:21][C:14]34[CH2:20][CH:19]3[CH2:18][CH2:17][CH2:16][CH2:15]4)=[CH:24][C:25]=2[F:35])(=[O:12])=[O:11])[CH2:9][CH2:8][CH2:7]1. Procedure details: Following the procedure as described in Example 332 Step 7 and making non-critical variations to replace methanesulfonamide with azetidine-1-sulfonamide and to replace 4-(((1r,3r,5r,7r)-2-cyanoadamantan-2-yl)methoxy)-5-cyclopropyl-2-fluorobenzoic acid with 4-(bicyclo[4.1.0]heptan-1-ylmethoxy)-5-cyclopropyl-2-fluorobenzoic acid, the title compound was obtained following purification by reverse-phase HPLC as a colorless powder (0.037 g, 37%): 1H NMR (300 MHz, DMSO-d6) δ 11.60 (br, s, 1H), 7.15 (d,... Starting materials: C(C)(=O)OCC1=NC(=C(C(=C1)Cl)CCCC)Cl (2-acetoxymethyl-4,6-dichloro-5-n-butyl-pyridine). Solvent: Cl (hydrochloric acid). Product: OCC1=NC(=C(C(=C1)Cl)CCCC)Cl (2-hydroxymethyl-4,6-dichloro-5-n-butyl-pyridine). RXN SMILES: C([O:4][CH2:5][C:6]1[CH:11]=[C:10]([Cl:12])[C:9]([CH2:13][CH2:14][CH2:15][CH3:16])=[C:8]([Cl:17])[N:7]=1)(=O)C>Cl>[OH:4][CH2:5][C:6]1[CH:11]=[C:10]([Cl:12])[C:9]([CH2:13][CH2:14][CH2:15][CH3:16])=[C:8]([Cl:17])[N:7]=1. Procedure: 40 g of 2-acetoxymethyl-4,6-dichloro-5-n-butyl-pyridine in 200 ml of 6 N hydrochloric acid are boiled for 15 hours under reflux. Thereafter the mixture is evaporated to dryness. The residue is taken up in chloroform and extracted by shaking with aqueous potassium carbonate solution. The chloroform solution is dried and evaporated. Fractional distillation yields 2-hydroxymethyl-4,6-dichloro-5-n-butyl-pyridine of boiling point 150°-160° (0.1 mm Hg). Reactants: BrC(C(=O)OCC)CBr (ethyl 2,3-dibromopropionate), C(C1=CC=CC=C1)NCCNCC1=CC=CC=C1 (N,N′-dibenzylethylenediamine), CCN(C(C)C)C(C)C (DIPEA). The solvent is C1(=CC=CC=C1)C (toluene), C1(=CC=CC=C1)C (toluene), CCOC(=O)C (AcOEt). Conditions: temperature 100 celsius. The product is C(C1=CC=CC=C1)N1C(CN(CC1)CC1=CC=CC=C1)C(=O)OCC (ethyl 1,4-dibenzyl-piperazine-2-carboxylate). RXN SMILES: Br[CH:2]([CH2:8]Br)[C:3]([O:5][CH2:6][CH3:7])=[O:4].[CH2:10]([NH:17][CH2:18][CH2:19][NH:20][CH2:21][C:22]1[CH:27]=[CH:26][CH:25]=[CH:24][CH:23]=1)[C:11]1[CH:16]=[CH:15][CH:14]=[CH:13][CH:12]=1.CCN(C(C)C)C(C)C>C1(C)C=CC=CC=1.CCOC(C)=O>[CH2:10]([N:17]1[CH2:18][CH2:19][N:20]([CH2:21][C:22]2[CH:27]=[CH:26][CH:25]=[CH:24][CH:23]=2)[CH2:8][CH:2]1[C:3]([O:5][CH2:6][CH3:7])=[O:4])[C:11]1[CH:12]=[CH:13][CH:14]=[CH:15][CH:16]=1. Procedure details: A solution of ethyl 2,3-dibromopropionate (6 mL) in anhydrous toluene (50 mL) was added to a solution of N,N′-dibenzylethylenediamine (5 g) and DIPEA (12 mL) in anhydrous toluene (50 mL) under a Nitrogen atmosphere. The resulting mixture was heated to 100° C. for 21 hours, then allowed to cool to r.t., diluted with AcOEt (100 mL) and washed with brine (3×100 mL). The organic extract was dried and concentrated in vacua to a residue which was purified by flash chromatography (CH/AcOEt 9:1) to give... Reactants: Cl.COC(C[C@@H]1CC[C@H](CC1)C1=CC=C(C=C1)NC(CCN)=O)=O (Trans-{4-[4-(3-aminopropionylamino)phenyl]cyclohexyl}acetic acid methyl ester HCl salt), CCN=C=NCCCN(C)C (EDCI), FC1=C(C=CC=C1)C=1OC(=C(N1)C(=O)O)C(F)(F)F (2-(2-fluorophenyl)-5-trifluoromethyloxazole-4-carboxylic acid), C=1C=CC2=C(C1)N=NN2O (HOBt), C(C)N(C(C)C)C(C)C (ethyldiisopropylamine). Run in ClCCl (dichloromethane), C(=O)(O)[O-].[Na+] (NaHCO3). Run at time 24 hour. Product: COC(C[C@@H]1CC[C@H](CC1)C1=CC=C(C=C1)NC(CCNC(=O)C=1N=C(OC1C(F)(F)F)C1=C(C=CC=C1)F)=O)=O (trans-{4-[4-(3-{[2-(2-fluorophenyl)-5-trifluoromethyloxazole-4-carbonyl]amino}propionylamino)phenyl]cyclohexyl}acetic acid methyl ester). Isolated yield 90.6%. Reaction SMILES: Cl.[CH3:2][O:3][C:4](=[O:24])[CH2:5][C@H:6]1[CH2:11][CH2:10][C@H:9]([C:12]2[CH:17]=[CH:16][C:15]([NH:18][C:19](=[O:23])[CH2:20][CH2:21][NH2:22])=[CH:14][CH:13]=2)[CH2:8][CH2:7]1.CCN=C=NCCCN(C)C.[F:36][C:37]1[CH:42]=[CH:41][CH:40]=[CH:39][C:38]=1[C:43]1[O:44][C:45]([C:51]([F:54])([F:53])[F:52])=[C:46]([C:48](O)=[O:49])[N:47]=1.C1C=CC2N(O)N=NC=2C=1.C(N(C(C)C)C(C)C)C>ClCCl.C([O-])(O)=O.[Na+]>[CH3:2][O:3][C:4](=[O:24])[CH2:5][C@H:6]1[CH2:7][CH2:8][C@H:9]([C:12]2[CH:13]=[CH:14][C:15]([NH:18][C:19](=[O:23])[CH2:20][CH2:21][NH:22][C:48]([C:46]3[N:47]=[C:43]([C:38]4[CH:39]=[CH:40][CH:41]=[CH:42][C:37]=4[F:36])[O:44][C:45]=3[C:51]([F:54])([F:53])[F:52])=[O:49])=[CH:16][CH:17]=2)[CH2:10][CH2:11]1 |f:0.1,7.8|. Procedure details: Trans-{4-[4-(3-aminopropionylamino)phenyl]cyclohexyl}acetic acid methyl ester HCl salt (50 mg, 0.14 mmol), EDCI (67.5 mg, 0.35 mmol), 2-(2-fluorophenyl)-5-trifluoromethyloxazole-4-carboxylic acid (46.5 mg, 0.17 mmol), HOBt (28.6 mg, 0.2 mmol) and ethyldiisopropylamine (63.9 mg, 0.5 mmol) dissolved in dichloromethane solvent (10 mL) were stirred for 24 hours. The reaction mixture was diluted with aqueous NaHCO3 and extracted with dichloromethane. The extract was washed with brine and dried with a...